This data is from the Open Reaction Database (ORD), a public repository of structured organic reaction records. The task is: describe an organic reaction: reactants, conditions, products, and yield The reactants are CCN(CC)CCN, Cc1[nH]c(C=O)c(C)c1C(=O)O, C1CCOC1, On1nnc2ccccc21. Yields the product CCN(CC)CCNC(=O)c1c(C)[nH]c(C=O)c1C. As a reaction SMILES: [CH2:23]([CH3:24])[N:25]([CH2:26][CH2:27][NH2:28])[CH2:29][CH3:30].[CH:1](=[O:2])[c:3]1[c:4]([CH3:12])[c:5]([C:9](=[O:10])[OH:11])[c:6]([CH3:8])[nH:7]1.[O:31]1[CH2:32][CH2:33][CH2:34][CH2:35]1.[OH:13][n:14]1[c:15]2[cH:16][cH:17][cH:18][cH:19][c:20]2[n:21][n:22]1>>[CH:1](=[O:2])[c:3]1[c:4]([CH3:12])[c:5]([C:9](=[O:11])[NH:28][CH2:27][CH2:26][N:25]([CH2:23][CH3:24])[CH2:29][CH3:30])[c:6]([CH3:8])[nH:7]1. The reactants are COC(C1=C(C=C(C(=C1)Br)C1=NOC(C1)(C(F)(F)F)C1=CC(=CC(=C1)Cl)Cl)C)=O (5-bromo-4-[5-(3,5-dichloro-phenyl)-5-trifluoromethyl-4,5-dihydro-isoxazol-3-yl]-2-methyl-benzoic acid methyl ester), [OH-].[K+] (potassium hydroxide), Cl (hydrochloric acid). Run in O1CCCC1 (tetrahydrofuran), CO (methanol), O (water). Reaction conditions: time 2 hour. The product is BrC=1C(=CC(=C(C(=O)O)C1)C)C1=NOC(C1)(C(F)(F)F)C1=CC(=CC(=C1)Cl)Cl (5-bromo-4-[5-(3,5-dichloro-phenyl)-5-trifluoromethyl-4,5-dihydro-isoxazol-3-yl]-2-methyl-benzoic acid). The yield is 78.0%. RXN SMILES: C[O:2][C:3](=[O:29])[C:4]1[CH:9]=[C:8]([Br:10])[C:7]([C:11]2[CH2:15][C:14]([C:20]3[CH:25]=[C:24]([Cl:26])[CH:23]=[C:22]([Cl:27])[CH:21]=3)([C:16]([F:19])([F:18])[F:17])[O:13][N:12]=2)=[CH:6][C:5]=1[CH3:28].[OH-].[K+].Cl>O1CCCC1.CO.O>[Br:10][C:8]1[C:7]([C:11]2[CH2:15][C:14]([C:20]3[CH:21]=[C:22]([Cl:27])[CH:23]=[C:24]([Cl:26])[CH:25]=3)([C:16]([F:18])([F:19])[F:17])[O:13][N:12]=2)=[CH:6][C:5]([CH3:28])=[C:4]([CH:9]=1)[C:3]([OH:29])=[O:2] |f:1.2|. Procedure details: To a solution of 5-bromo-4-[5-(3,5-dichloro-phenyl)-5-trifluoromethyl-4,5-dihydro-isoxazol-3-yl]-2-methyl-benzoic acid methyl ester (Example I22) (290 mg) in tetrahydrofuran (3 ml) was added a solution of potassium hydroxide (1.53 g) in methanol (3 ml) and water (3 ml). The reaction mixture was stirred at ambient temperature for 2 hours. The reaction mixture was acidified by addition of aqueous hydrochloric acid (4N). The aqueous phase was extracted with ethyl acetate (3×10 ml). The combined org... Reactants: OC(C)(C)C=1C=C2CC[C@@H](CC2=CC1)NC(C1=CC=C(C=C1)OC[C@H]1OCCC1)=O (N-[(S)-6-(1-hydroxy-1-methylethyl)-1,2,3,4-tetrahydronaphthalen-2-yl]-4-[(S)-1-(tetrahydrofuran-2-yl)methoxy]benzamide), C[Si](C)(C)C#N (trimethylsilyl cyanide), [OH-].[Na+] (sodium hydroxide), S(O)(O)(=O)=O (sulfuric acid). Solvent: C(C)(=O)O (acetic acid). Conditions: time 12 hour. The product is NC(C)(C)C=1C=C2CC[C@@H](CC2=CC1)NC(C1=CC=C(C=C1)OC[C@H]1OCCC1)=O (N-[(S)-6-(1-Amino-1-methylethyl)-1,2,3,4-tetrahydronaphthalen-2-yl]-4-[(S)-1-(tetrahydrofuran-2-yl)methoxy]benzamide). Reaction SMILES: O[C:2]([C:5]1[CH:6]=[C:7]2[C:12](=[CH:13][CH:14]=1)[CH2:11][C@@H:10]([NH:15][C:16](=[O:30])[C:17]1[CH:22]=[CH:21][C:20]([O:23][CH2:24][C@@H:25]3[CH2:29][CH2:28][CH2:27][O:26]3)=[CH:19][CH:18]=1)[CH2:9][CH2:8]2)([CH3:4])[CH3:3].C[Si](C#[N:36])(C)C.S(=O)(=O)(O)O.[OH-].[Na+]>C(O)(=O)C>[NH2:36][C:2]([C:5]1[CH:6]=[C:7]2[C:12](=[CH:13][CH:14]=1)[CH2:11][C@@H:10]([NH:15][C:16](=[O:30])[C:17]1[CH:22]=[CH:21][C:20]([O:23][CH2:24][C@@H:25]3[CH2:29][CH2:28][CH2:27][O:26]3)=[CH:19][CH:18]=1)[CH2:9][CH2:8]2)([CH3:4])[CH3:3] |f:3.4|. Procedure: A mixture, cooled to 0° C., of N-[(S)-6-(1-hydroxy-1-methylethyl)-1,2,3,4-tetrahydronaphthalen-2-yl]-4-[(S)-1-(tetrahydrofuran-2-yl)methoxy]benzamide (0.30 g), glacial acetic acid (1 ml) and trimethylsilyl cyanide (145 mg) was admixed dropwise with sulfuric acid (1.2 ml; 96%). The cooling bath was removed and the mixture was stirred for another 12 hours. The reaction mixture was diluted with water and extracted with ethyl acetate. The organic phase was washed with sodium chloride solution, dried... The reactants are C1(=CC=CC=C1)CC(=O)N=C=S (2-phenylethanoyl isothiocyanate), C1(=CC=CC=C1)CC(=O)Cl (2-phenylethanoyl chloride), COC=1C=C2C(=CC=NC2=CC1OC)OC1=CC=C(C=C1)NCC (N-{4-[(6,7-Dimethoxy-4-quinolyl)oxy]phenyl}-N-ethylamine). The solvent is C(C)O (ethanol), C(C)O (ethanol), C1(=CC=CC=C1)C (toluene). Run at time 2 hour. The product is C1(=CC=CC=C1)CC(=O)N=C=S (2-Phenylethanoyl isothiocyanate), COC=1C=C2C(=CC=NC2=CC1OC)OC1=CC=C(C=C1)N(C(=S)NC(CC1=CC=CC=C1)=O)CC (N-{4-[(6,7-Dimethoxy-4-quinolyl)oxy]phenyl}-N-ethyl-N′-(2-phenylacetyl)thiourea). The yield is 48.0%. As a reaction SMILES: C1(CC(Cl)=O)C=CC=CC=1.[CH3:11][O:12][C:13]1[CH:14]=[C:15]2[C:20](=[CH:21][C:22]=1[O:23][CH3:24])[N:19]=[CH:18][CH:17]=[C:16]2[O:25][C:26]1[CH:31]=[CH:30][C:29]([NH:32][CH2:33][CH3:34])=[CH:28][CH:27]=1.[C:35]1([CH2:41][C:42]([N:44]=[C:45]=[S:46])=[O:43])[CH:40]=[CH:39][CH:38]=[CH:37][CH:36]=1>C1(C)C=CC=CC=1.C(O)C>[C:35]1([CH2:41][C:42]([N:44]=[C:45]=[S:46])=[O:43])[CH:40]=[CH:39][CH:38]=[CH:37][CH:36]=1.[CH3:11][O:12][C:13]1[CH:14]=[C:15]2[C:20](=[CH:21][C:22]=1[O:23][CH3:24])[N:19]=[CH:18][CH:17]=[C:16]2[O:25][C:26]1[CH:31]=[CH:30][C:29]([N:32]([CH2:33][CH3:34])[C:45]([NH:44][C:42](=[O:43])[CH2:41][C:35]2[CH:36]=[CH:37][CH:38]=[CH:39][CH:40]=2)=[S:46])=[CH:28][CH:27]=1. Procedure details: 2-Phenylethanoyl isothiocyanate was prepared using commercially available 2-phenylethanoyl chloride (80 mg) as a starting compound according to the description of the literature. N-{4-[(6,7-Dimethoxy-4-quinolyl)oxy]phenyl}-N-ethylamine (50 mg) was dissolved in toluene (5 ml) and ethanol (1 ml) to prepare a solution. A solution of 2-phenylethanoyl isothiocyanate in ethanol (1 ml) was then added to the solution, and the mixture was stirred at room temperature for 2 hr. The reaction solution was co...